From a dataset of the Open Reaction Database (ORD), a public repository of structured organic reaction records. describe an organic reaction: reactants, conditions, products, and yield The reactants are COc1cc(Br)cc(C(N)=O)c1, C1CCOC1, CCO, CO, Cl. Product: COc1cc(Br)cc(CN)c1. Reaction SMILES: [Br:1][c:2]1[cH:3][c:4]([C:5](=[O:6])[NH2:7])[cH:8][c:9]([O:11][CH3:12])[cH:10]1.[CH2:19]1[O:20][CH2:21][CH2:22][CH2:23]1.[CH3:13][CH2:14][OH:15].[CH3:16][OH:17].[ClH:18]>>[Br:1][c:2]1[cH:3][c:4]([CH2:5][NH2:7])[cH:8][c:9]([O:11][CH3:12])[cH:10]1. The reactants are [N+](=O)([O-])[O-].[K+] (potassium nitrate), BrC1=C2C=CC(=NC2=CC=C1Cl)C (5-Bromo-6-chloroquinaldine), ice water. Run in S(O)(O)(=O)=O (sulfuric acid), S(O)(O)(=O)=O (sulfuric acid). Reaction conditions: temperature 0 celsius, time 2.5 hour. The product is BrC1=C2C=CC(=NC2=C(C=C1Cl)[N+](=O)[O-])C (5-bromo-6-chloro-8-nitroquinaldine). The yield is 90.0%. Reaction SMILES: [Br:1][C:2]1[C:11]([Cl:12])=[CH:10][CH:9]=[C:8]2[C:3]=1[CH:4]=[CH:5][C:6]([CH3:13])=[N:7]2.[N+:14]([O-])([O-:16])=[O:15].[K+]>S(=O)(=O)(O)O>[Br:1][C:2]1[C:11]([Cl:12])=[CH:10][C:9]([N+:14]([O-:16])=[O:15])=[C:8]2[C:3]=1[CH:4]=[CH:5][C:6]([CH3:13])=[N:7]2 |f:1.2|. Procedure: 5-Bromo-6-chloroquinaldine (40 g) was dissolved in 220 ml of concentrated sulfuric acid. After cooling to 0° C., a solution of 20.5 g of potassium nitrate in 60 ml of concentrated sulfuric acid was added dropwise to the resulting solution in 30 minutes followed by stirring at room temperature for 2.5 hours. The reaction mixture was poured into 1.5 l of ice water and crystals which formed were collected by filtration. The filtrate was rendered alkaline to give a small amount of solids which toget...